Dataset: the Open Reaction Database (ORD), a public repository of structured organic reaction records. Task: describe an organic reaction: reactants, conditions, products, and yield Reactants: Cc1ccccc1, O=C(NCC(O)c1ccccc1)c1cccnc1Oc1cccnc1, O=P(Cl)(Cl)Cl. Product: c1ccc(C2CN=C(c3cccnc3Oc3cccnc3)O2)cc1. Reaction SMILES: [CH3:31][c:32]1[cH:33][cH:34][cH:35][cH:36][cH:37]1.[OH:1][CH:2]([CH2:3][NH:4][C:5]([c:6]1[c:7]([O:12][c:13]2[cH:14][n:15][cH:16][cH:17][cH:18]2)[n:8][cH:9][cH:10][cH:11]1)=[O:19])[c:20]1[cH:21][cH:22][cH:23][cH:24][cH:25]1.[P:26]([Cl:27])([Cl:28])([Cl:29])=[O:30]>>[CH:2]1([c:20]2[cH:21][cH:22][cH:23][cH:24][cH:25]2)[CH2:3][N:4]=[C:5]([c:6]2[c:7]([O:12][c:13]3[cH:14][n:15][cH:16][cH:17][cH:18]3)[n:8][cH:9][cH:10][cH:11]2)[O:19]1. Starting materials: [Mg] (magnesium), C(C)Br (ethyl bromide), BrC=1C=NC=CC1 (3-bromopyridine), CN(C1(CCC2(OCCO2)CC1)C#N)C (8-dimethylamino-1,4-dioxa-spiro[4.5]decane-8-carbonitrile), [Cl-].[NH4+] (ammonium chloride). Run in C(C)OCC (diethyl ether), C(C)OCC (diethyl ether), O (water), C1CCOC1 (THF). Conditions: time 8 hour. Product: Cl.C(C)C1(CCC2(OCCO2)CC1)N(C)C ((8-ethyl-1,4-dioxa-spiro[4.5]dec-8-yl)-dimethylamine Hydrochloride). As a reaction SMILES: [CH2:1](Br)C.BrC1C=NC=CC=1.[Mg].[CH3:12][N:13]([CH3:26])[C:14]1([C:24]#N)[CH2:23][CH2:22][C:17]2([O:21][CH2:20][CH2:19][O:18]2)[CH2:16][CH2:15]1.[Cl-:27].[NH4+]>C(OCC)C.C1COCC1.O>[ClH:27].[CH2:24]([C:14]1([N:13]([CH3:26])[CH3:12])[CH2:23][CH2:22][C:17]2([O:21][CH2:20][CH2:19][O:18]2)[CH2:16][CH2:15]1)[CH3:1] |f:4.5,9.10|. Procedure: A mixture of ethyl bromide (30.0 g, 0.3 mole) and 3-bromopyridine (16.0 g, 0.1 mole) was added dropwise to magnesium powder (10.0 g) in diethyl ether (50 ml). After the Grignard reaction had gone to completion, 8-dimethylamino-1,4-dioxa-spiro[4.5]decane-8-carbonitrile (10.5 g, 47.6 mmole) in THF (80 ml) was added within 15 minutes at 0° C. to the grey solution and the mixture was stirred overnight at RT. 20% ammonium chloride solution (50 ml) and water (50 ml) were then added to the reaction sol... Reactants: [Si](C)(C)(C(C)(C)C)OC1CN(CCC1NC(=O)C=1NC(=C(C1Cl)Cl)C)C(=O)OCC (Ethyl 3-{[tert-butyl(dimethyl)silyl]oxy}-4-{[(3,4-dichloro-5-methyl-1H-pyrrol-2-yl)carbonyl]amino}piperidine-1-carboxylate), [Si](C)(C)(C(C)(C)C)OC1CN(CCC1NC(=O)C=1NC(=C(C1Cl)Cl)C)C(=O)OCC (Ethyl 3-{[tert-butyl(dimethyl)silyl]oxy}-4-{[(3,4-dichloro-5-methyl-1H-pyrrol-2-yl)carbonyl]amino}piperidine-1-carboxylate), [OH-].[Na+] (NaOH), [OH-].[Na+] (NaOH), Cl (HCl). Solvent: CO (MeOH), O1CCOCC1 (1,4-dioxane), O1CCOCC1 (1,4-dioxane). Reaction conditions: temperature 0 celsius. Product: ClC1=C(NC(=C1Cl)C)C(=O)NC1C(CNCC1)O (3,4-dichloro-N-(3-hydroxypiperidin-4-yl)-5-methyl-1H-pyrrole-2-carboxamide), crude product. Reaction SMILES: [Si]([O:8][CH:9]1[CH:14]([NH:15][C:16]([C:18]2[NH:19][C:20]([CH3:25])=[C:21]([Cl:24])[C:22]=2[Cl:23])=[O:17])[CH2:13][CH2:12][N:11](C(OCC)=O)[CH2:10]1)(C(C)(C)C)(C)C.[OH-].[Na+].Cl>CO.O1CCOCC1>[Cl:23][C:22]1[C:21]([Cl:24])=[C:20]([CH3:25])[NH:19][C:18]=1[C:16]([NH:15][CH:14]1[CH2:13][CH2:12][NH:11][CH2:10][CH:9]1[OH:8])=[O:17] |f:1.2|. Procedure: Ethyl 3-{[tert-butyl(dimethyl)silyl]oxy}-4-{[(3,4-dichloro-5-methyl-1H-pyrrol-2-yl)carbonyl]amino}piperidine-1-carboxylate (Intermediate 114, 0.805 g) was dissolved in a mixture of MeOH (10 mL) and 1,4-dioxane (15 mL), to which was added 1N NaOH (10 mL) and heated to reflux for twenty-four hours. An additional 5 mL of 1N NaOH was added, with 5 mL of 1,4-dioxane, and the reaction was heated for an additional forty-two hours, then cooled to 0° C. and acidified to ˜pH 9 with 2N HCl (6 mL). The cold... The reactants are O=C([C@H](O)[C@@H](O)[C@H](O)[C@H](O)CO)[O-].C(C(O)C)(=O)[O-].[Ca+2] (calcium lactate gluconate), O=C([C@H](O)[C@@H](O)[C@H](O)[C@H](O)CO)[O-] (gluconate), [Ca] (calcium), C(C(O)C)(=O)[O-] (lactate). The product is O=C([C@H](O)[C@@H](O)[C@H](O)[C@H](O)CO)[O-].[Ca+2].O=C([C@H](O)[C@@H](O)[C@H](O)[C@H](O)CO)[O-].C(C(O)C)(=O)[O-] (Calcium Gluconate Lactate). Reaction SMILES: [O:1]=[C:2]([O-:13])[C@@H:3]([C@H:5]([C@@H:7]([C@@H:9]([CH2:11][OH:12])[OH:10])[OH:8])[OH:6])[OH:4].[C:14]([O-:19])(=[O:18])[CH:15]([CH3:17])[OH:16].[Ca+2:20].[Ca].C([O-])(=O)C(C)O.[O:28]=[C:29]([O-:40])[C@@H:30]([C@H:32]([C@@H:34]([C@@H:36]([CH2:38][OH:39])[OH:37])[OH:35])[OH:33])[OH:31]>>[O:1]=[C:2]([O-:13])[C@@H:3]([C@H:5]([C@@H:7]([C@@H:9]([CH2:11][OH:12])[OH:10])[OH:8])[OH:6])[OH:4].[Ca+2:20].[O:28]=[C:29]([O-:40])[C@@H:30]([C@H:32]([C@@H:34]([C@@H:36]([CH2:38][OH:39])[OH:37])[OH:35])[OH:33])[OH:31].[C:14]([O-:19])(=[O:18])[CH:15]([CH3:17])[OH:16] |f:0.1.2,6.7.8.9|. Reported procedure: As a result, a clear, colorless liquid was obtained, containing calcium lactate gluconate. This 24° Brix solution contained 0.6 M calcium (24 g/L), 0.4 M lactate (36 g/L) and 0.8 M gluconate (156 g/L). The reactants are N1=CC=CC=C1 (pyridine), ClC(=O)OCC (ethyl chloroformate), CC1=C(C(N)=NO)C=CC(=C1)C (2,4-dimethyl benzamidoxime). Solvent: C1(=CC=CC=C1)C (toluene). The product is CC1=C(C=CC(=C1)C)C1=NOC(N1)=O (3-(2,4-dimethylphenyl)1,2,4-oxadiazolin-5-one). As a reaction SMILES: [CH3:1][C:2]1[CH:11]=[C:10]([CH3:12])[CH:9]=[CH:8][C:3]=1[C:4](=[N:6][OH:7])[NH2:5].N1C=CC=CC=1.Cl[C:20](OCC)=[O:21]>C1(C)C=CC=CC=1>[CH3:1][C:2]1[CH:11]=[C:10]([CH3:12])[CH:9]=[CH:8][C:3]=1[C:4]1[NH:5][C:20](=[O:21])[O:7][N:6]=1. Procedure: Under an inert atmosphere, 10.5 g of 2,4-dimethyl benzamidoxime are dissolved in 40 ml of anhydrous toluene; 6.5 ml of pyridine and 7.6 g of ethyl chloroformate are added. The reactants are N1C(=O)C(=O)C2=CC=CC=C12 (isatin), [H-].[Na+] (NaH), BrCCC(C)C (1-bromo-3-methylbutane). Run in CN(C)C=O (DMF). Reaction conditions: temperature 0 celsius, time 15 minute. Yields the product C(CC(C)C)N1C(=O)C(=O)C2=CC=CC=C12 (1-isopentylisatin). As a reaction SMILES: [NH:1]1[C:11]2[C:6](=[CH:7][CH:8]=[CH:9][CH:10]=2)[C:4](=[O:5])[C:2]1=[O:3].[H-].[Na+].Br[CH2:15][CH2:16][CH:17]([CH3:19])[CH3:18]>CN(C=O)C>[CH2:15]([N:1]1[C:11]2[C:6](=[CH:7][CH:8]=[CH:9][CH:10]=2)[C:4](=[O:5])[C:2]1=[O:3])[CH2:16][CH:17]([CH3:19])[CH3:18] |f:1.2|. Reported procedure: To a solution of isatin (4.41 g, 30 mmol) in DMF (60 mL) at 0° C. was added 60% NaH (1.50 g, 37.5 mmol) portionwise. After addition, the resulting mixture was stirred for 15 min at 0° C. and 1-bromo-3-methylbutane (4.7 mL, 37.5 mmol) was added dropwise over 2 min. The resulting mixture was stirred for 1 h at 0° C. followed by 6 h at rt. The reaction was cooled to 0° C., quenched with sat. NH4Cl, ice, H2O, extracted with EtOAc (200 mL×2), dried over Na2SO4 and concentrated to give crude 1-isopent... Reactants: CCOC(=O)C(C)(CCCCBr)c1ccccc1, Cc1ccc(C(C)(CO)CCCCBr)cc1, CO, ClCCl. Yields the product CC(CO)(CCCCBr)c1ccccc1. As a reaction SMILES: [Br:17][CH2:18][CH2:19][CH2:20][CH2:21][C:22]([CH3:23])([c:24]1[cH:25][cH:26][cH:27][cH:28][cH:29]1)[C:30]([O:31][CH2:32][CH3:33])=[O:34].[Br:1][CH2:2][CH2:3][CH2:4][CH2:5][C:6]([CH2:7][OH:8])([c:9]1[cH:10][cH:11][c:12]([CH3:15])[cH:13][cH:14]1)[CH3:16].[CH3:35][OH:36].[Cl:37][CH2:38][Cl:39]>>[Br:1][CH2:2][CH2:3][CH2:4][CH2:5][C:6]([CH2:7][OH:8])([c:9]1[cH:10][cH:11][cH:12][cH:13][cH:14]1)[CH3:16].